This data is from the Open Reaction Database (ORD), a public repository of structured organic reaction records. The task is: describe an organic reaction: reactants, conditions, products, and yield Starting materials: O=C([O-])[O-], CN(C)C=O, BrC(c1ccccc1)c1ccccc1, [K+], [K+], O, OC1CCCNC1. Yields the product OC1CCCN(C(c2ccccc2)c2ccccc2)C1. RXN SMILES: [C:8](=[O:9])([O-:10])[O-:11].[CH3:29][N:30]([CH3:31])[CH:32]=[O:33].[CH:14]([c:15]1[cH:16][cH:17][cH:18][cH:19][cH:20]1)([c:21]1[cH:22][cH:23][cH:24][cH:25][cH:26]1)[Br:27].[K+:12].[K+:13].[OH2:28].[OH:1][CH:2]1[CH2:3][NH:4][CH2:5][CH2:6][CH2:7]1>>[OH:1][CH:2]1[CH2:3][N:4]([CH:14]([c:15]2[cH:16][cH:17][cH:18][cH:19][cH:20]2)[c:21]2[cH:22][cH:23][cH:24][cH:25][cH:26]2)[CH2:5][CH2:6][CH2:7]1. The reactants are FC(C(CCC(=O)O)(C)N1C(C=2C(C1=O)=CC=CC2)=O)(F)F (4-trifluoromethyl-4-phthalimidopentanoic acid), O.NN (hydrazine hydrate). The solvent is C(C)O (ethanol). The product is NC(CCC(=O)O)(C)C(F)(F)F (4-amino-4-trifluoromethylpentanoic acid). Reaction SMILES: [F:1][C:2]([F:22])([F:21])[C:3]([N:10]1C(=O)C2=CC=CC=C2C1=O)([CH3:9])[CH2:4][CH2:5][C:6]([OH:8])=[O:7].O.NN>C(O)C>[NH2:10][C:3]([C:2]([F:1])([F:21])[F:22])([CH3:9])[CH2:4][CH2:5][C:6]([OH:8])=[O:7] |f:1.2|. Procedure details: A solution of 15.2 g of 1-trifluoromethylpent-4-ene-1-one in 150 ml of methanol is heated at 0° C. with 1.7 g of sodium borohydride. The reaction mixture is stirred for 2 hours at 25° C. then neutralized with HCl. The residue obtained after evaporation of the solvent is extracted several times with chloroform, washed with brine, dried over magnesium sulfate and concentrated under reduced pressure to give 1-trifluoromethylbut-4-ene-1-ol. A solution of 10 mmole of 1-trifluoromethylbut-4-ene-1-ol, ... Starting materials: N#Cc1cccc(C=O)c1, FC(F)(F)c1nnc2ccc(N3CCNCC3)nn12. Yields the product N#Cc1cccc(CN2CCN(c3ccc4nnc(C(F)(F)F)n4n3)CC2)c1. RXN SMILES: [CH:20](=[O:21])[c:22]1[cH:23][c:24]([C:25]#[N:26])[cH:27][cH:28][cH:29]1.[N:1]1([c:7]2[cH:8][cH:9][c:10]3[n:11]([n:12]2)[c:13]([C:16]([F:17])([F:18])[F:19])[n:14][n:15]3)[CH2:2][CH2:3][NH:4][CH2:5][CH2:6]1>>[N:1]1([c:7]2[cH:8][cH:9][c:10]3[n:11]([n:12]2)[c:13]([C:16]([F:17])([F:18])[F:19])[n:14][n:15]3)[CH2:2][CH2:3][N:4]([CH2:20][c:22]2[cH:23][c:24]([C:25]#[N:26])[cH:27][cH:28][cH:29]2)[CH2:5][CH2:6]1. Starting materials: C(C1=CC=CC=C1)OC1=CC=CC2=C1SC=C2 (7-benzyloxy-benzo[b]thiophene), COC(Cl)Cl (dichloromethyl methyl ether). Solvent: ClCCl (dichloromethane). Yields the product C(C1=CC=CC=C1)OC1=CC=C(C2=C1SC=C2)C=O (7-benzyloxy-benzo[b]thiophene-4-carbaldehyde). Reaction SMILES: [CH2:1]([O:8][C:9]1[C:14]2[S:15][CH:16]=[CH:17][C:13]=2[CH:12]=[CH:11][CH:10]=1)[C:2]1[CH:7]=[CH:6][CH:5]=[CH:4][CH:3]=1.[CH3:18][O:19]C(Cl)Cl>ClCCl>[CH2:1]([O:8][C:9]1[C:14]2[S:15][CH:16]=[CH:17][C:13]=2[C:12]([CH:18]=[O:19])=[CH:11][CH:10]=1)[C:2]1[CH:3]=[CH:4][CH:5]=[CH:6][CH:7]=1. Reported procedure: In analogy to the procedure described in example 91 b], 7-benzyloxy-benzo[b]thiophene (prepared from benzo[b]thiophen-7-ol [J. Chem. Soc., Perkin Trans. 1 (1983), (12), 2973-7], benzylchloride, potassium carbonate in N,N-dimethylformamide at room temperature) was reacted with dichloromethyl methyl ether in dichloromethane at 0° C. to give 7-benzyloxy-benzo[b]thiophene-4-carbaldehyde. Treatment of 7-benzyloxy-benzo[b]thiophene-4-carbaldehyde with (ethoxy-ethoxycarbonyl-methyl)-triphenyl-phosphoni... The reactants are solution, [Si](C)(C)(C(C)(C)C)Cl (tert-butyldimethylsilyl chloride), O1CCCC1 (tetrahydrofuran), O=CC1=CC(O)=C(OC)C=C1 (isovanillin), C(C)(C)N(CC)C(C)C (diisopropylethylamine). The solvent is O (Water), C(Cl)(Cl)Cl (chloroform), C(Cl)(Cl)Cl (chloroform), CN(C=O)C (N,N-dimethyl formamide). Conditions: time 10 minute. Yields the product [Si](C)(C)(C(C)(C)C)OC=1C=C(C=O)C=CC1OC (3-[(tert-Butyldimethylsilyl)oxy]-4-methoxybenzaldehyde). The yield is 100.0%. As a reaction SMILES: [O:1]=[CH:2][C:3]1[CH:11]=[CH:10][C:7]([O:8][CH3:9])=[C:5]([OH:6])[CH:4]=1.C(N(C(C)C)CC)(C)C.[Si:21](Cl)([C:24]([CH3:27])([CH3:26])[CH3:25])([CH3:23])[CH3:22].O1CCCC1>CN(C)C=O.C(Cl)(Cl)Cl.O>[Si:21]([O:6][C:5]1[CH:4]=[C:3]([CH:11]=[CH:10][C:7]=1[O:8][CH3:9])[CH:2]=[O:1])([C:24]([CH3:27])([CH3:26])[CH3:25])([CH3:23])[CH3:22]. Procedure: To a cooled solution of 3-hydroxy-4-methoxybenzaldehyde 12 (10.0 g, 65.7 mmol) in dry N,N-dimethyl formamide (75 mL) was added diisopropylethylamine (16.99 g, 131.4 mmol). Before the addition of 1.0 M solution of tert-butyldimethylsilyl chloride in tetrahydrofuran (11.89 g or 78.9 mL, 78.85 mmol) the mixture was stirred under nitrogen for 10 min. After complete addition over 30 min, the reaction mixture was left overnight (12-16 h). Reaction completion was checked by TLC (chloroform on silica ge... The reactants are NC(CC)C=1C(NC(=NN1)C1=CC=C(C2=CC=CC=C12)C)=O (6-(1-aminopropyl)-3-(4-methyl-1-naphthyl)-1,2,4-triazin-5(4H)-one), C1(CCCC1)C(=O)Cl (cyclopentanecarbonyl chloride). The product is CC1=CC=C(C2=CC=CC=C12)C1=NN=C(C(N1)=O)C(CC)NC(=O)C1CCCC1 (N-{1-[3-(4-Methyl-1-naphthyl)-5-oxo-4,5-dihydro-1,2,4-triazin-6-yl]propyl}cyclopentanecarboxamide). RXN SMILES: [NH2:1][CH:2]([C:5]1[C:6](=[O:22])[NH:7][C:8]([C:11]2[C:20]3[C:15](=[CH:16][CH:17]=[CH:18][CH:19]=3)[C:14]([CH3:21])=[CH:13][CH:12]=2)=[N:9][N:10]=1)[CH2:3][CH3:4].[CH:23]1([C:28](Cl)=[O:29])[CH2:27][CH2:26][CH2:25][CH2:24]1>>[CH3:21][C:14]1[C:15]2[C:20](=[CH:19][CH:18]=[CH:17][CH:16]=2)[C:11]([C:8]2[NH:7][C:6](=[O:22])[C:5]([CH:2]([NH:1][C:28]([CH:23]3[CH2:27][CH2:26][CH2:25][CH2:24]3)=[O:29])[CH2:3][CH3:4])=[N:10][N:9]=2)=[CH:12][CH:13]=1. Procedure: In analogy to the procedure for Example 36A, 600 mg (2.04 mmol) 6-(1-aminopropyl)-3-(4-methyl-1-naphthyl)-1,2,4-triazin-5(4H)-one, 270 mg (2.04 mmol) cyclopentanecarbonyl chloride and proportionate amounts of the other reagents are used. The crude product is used in the next step without further purification. Reactants: NC1=NC=C(C(=C1N)NC12CC(C(CC1)(C2(C)C)C)=O)Cl (4-(2,3-diamino-5-chloropyridin-4-ylamino)-1,7,7-trimethylbicyclo[2.2.1]heptan-2-one), CN1N=CC(=C1)C=O (1-methyl-1H-pyrazole-4-carbaldehyde), C(C)(=O)[O-].[NH4+] (ammonium acetate). Solvent: CCO (EtOH). Run at temperature 70 celsius. Yields the product ClC=1C(=C2C(=NC1)NC(=N2)C=2C=NN(C2)C)NC21CC(C(CC2)(C1(C)C)C)=O (4-(6-chloro-2-(1-methyl-1H-pyrazol-4-yl)-3H-imidazo[4,5-b]pyridin-7-ylamino)-1,7,7-trimethylbicyclo[2.2.1]heptan-2-one). As a reaction SMILES: [NH2:1][C:2]1[C:7]([NH2:8])=[C:6]([NH:9][C:10]23[C:16]([CH3:18])([CH3:17])[C:13]([CH3:19])([CH2:14][CH2:15]2)[C:12](=[O:20])[CH2:11]3)[C:5]([Cl:21])=[CH:4][N:3]=1.[CH3:22][N:23]1[CH:27]=[C:26]([CH:28]=O)[CH:25]=[N:24]1.C([O-])(=O)C.[NH4+]>CCO>[Cl:21][C:5]1[C:6]([NH:9][C:10]23[C:16]([CH3:17])([CH3:18])[C:13]([CH3:19])([CH2:14][CH2:15]2)[C:12](=[O:20])[CH2:11]3)=[C:7]2[N:8]=[C:28]([C:26]3[CH:25]=[N:24][N:23]([CH3:22])[CH:27]=3)[NH:1][C:2]2=[N:3][CH:4]=1 |f:2.3|. Procedure: 4-(2,3-diamino-5-chloropyridin-4-ylamino)-1,7,7-trimethylbicyclo[2.2.1]heptan-2-one (10) (380 mg, 1.23 mmol), 1-methyl-1H-pyrazole-4-carbaldehyde (135 mg, 1.23 mmol) were taken in EtOH (15 ml) to which ammonium acetate (112 mg) was added and the reaction mixture was heated at 70° C. for 48 h. Crude LCMS showed the desired product along with trace of starting material. The reaction mixture was allowed to come to rt and the precipitated was filtered and washed well with ethanol to afford the desir... The product is Cc1nc2cc(NC(=O)c3ccc(-c4ccc(F)cc4)nc3C)ccc2s1. Starting materials: CN(C)c1ccncc1, ClCCl, Cl, Cl, Cc1nc(-c2ccc(F)cc2)ccc1C(=O)O, Cc1nc2cc(N)ccc2s1. RXN SMILES: [CH3:31][N:32]([CH3:33])[c:34]1[cH:35][cH:36][n:37][cH:38][cH:39]1.[Cl:40][CH2:41][Cl:42].[ClH:1].[ClH:2].[F:14][c:15]1[cH:16][cH:17][c:18](-[c:21]2[n:22][c:23]([CH3:30])[c:24]([C:25](=[O:26])[OH:27])[cH:28][cH:29]2)[cH:19][cH:20]1.[NH2:3][c:4]1[cH:5][cH:6][c:7]2[c:8]([n:9][c:10]([CH3:12])[s:11]2)[cH:13]1>>[NH:3]([c:4]1[cH:5][cH:6][c:7]2[c:8]([n:9][c:10]([CH3:12])[s:11]2)[cH:13]1)[C:25]([c:24]1[c:23]([CH3:30])[n:22][c:21](-[c:18]2[cH:17][cH:16][c:15]([F:14])[cH:20][cH:19]2)[cH:29][cH:28]1)=[O:26]. Starting materials: BrC1=NC=CC=C1 (2-bromopyridine), C(CC#C)C=1SC2=C(N1)C=CC=C2 (2-(but-3-ynyl)benzo[d]thiazole). Product: N1=C(C=CC=C1)C#CCCC=1SC2=C(N1)C=CC=C2 (2-(4-(pyridin-2-yl)but-3-ynyl)benzo[d]thiazole). Isolated yield 45.0%. Reaction SMILES: Br[C:2]1[CH:7]=[CH:6][CH:5]=[CH:4][N:3]=1.[CH2:8]([C:12]1[S:13][C:14]2[CH:20]=[CH:19][CH:18]=[CH:17][C:15]=2[N:16]=1)[CH2:9][C:10]#[CH:11]>>[N:3]1[CH:4]=[CH:5][CH:6]=[CH:7][C:2]=1[C:11]#[C:10][CH2:9][CH2:8][C:12]1[S:13][C:14]2[CH:20]=[CH:19][CH:18]=[CH:17][C:15]=2[N:16]=1. Procedure: The title compound was prepared in accordance with the general method of Example 1, from 2-bromopyridine (127 mg, 0.80 mmol) and 2-(but-3-ynyl)benzo[d]thiazole (150 mg, 0.80 mmol). Reaction time: 1 day. The crude residue was purified by flash chromatography (DCM/MeOH 99:1) to yield 96 mg (0.36 mmol, 45%) of 2-(4-(pyridin-2-yl)but-3-ynyl)benzo[d]thiazole as an orange solid (M.P.=98.5-99.4° C.).